Dataset: the Open Reaction Database (ORD), a public repository of structured organic reaction records. Task: describe an organic reaction: reactants, conditions, products, and yield The reactants are BrC1=CC=C2C(=NN(C2=C1)C1=CC=CC=C1)CC (6-bromo-3-ethyl-1-phenyl-1H-indazole), C=1C=CC(=CC1)P(C=2C=CC=CC2)C3=CC=C4C=CC=CC4=C3C5=C6C=CC=CC6=CC=C5P(C=7C=CC=CC7)C=8C=CC=CC8 (BINAP), N1CCNCC1 (piperazine), C(=O)([O-])[O-].[Cs+].[Cs+] (Cs2CO3). The reagents and catalysts are CC(=O)[O-].CC(=O)[O-].[Pd+2] (Pd(OAc)2). Run in C1(=CC=CC=C1)C (toluene). Conditions: temperature 100 celsius, time 20 hour. The product is C(C)C1=NN(C2=CC(=CC=C12)N1CCNCC1)C1=CC=CC=C1 (3-ethyl-1-phenyl-6-(piperazin-1-yl)-1H-indazole). As a reaction SMILES: Br[C:2]1[CH:10]=[C:9]2[C:5]([C:6]([CH2:17][CH3:18])=[N:7][N:8]2[C:11]2[CH:16]=[CH:15][CH:14]=[CH:13][CH:12]=2)=[CH:4][CH:3]=1.[NH:19]1[CH2:24][CH2:23][NH:22][CH2:21][CH2:20]1.C([O-])([O-])=O.[Cs+].[Cs+].C1C=CC(P(C2C(C3C(P(C4C=CC=CC=4)C4C=CC=CC=4)=CC=C4C=3C=CC=C4)=C3C(C=CC=C3)=CC=2)C2C=CC=CC=2)=CC=1>C1(C)C=CC=CC=1.CC([O-])=O.CC([O-])=O.[Pd+2]>[CH2:17]([C:6]1[C:5]2[C:9](=[CH:10][C:2]([N:19]3[CH2:24][CH2:23][NH:22][CH2:21][CH2:20]3)=[CH:3][CH:4]=2)[N:8]([C:11]2[CH:16]=[CH:15][CH:14]=[CH:13][CH:12]=2)[N:7]=1)[CH3:18] |f:2.3.4,7.8.9|. Reported procedure: Into a 50-mL 3-necked round-bottom flask, was placed a solution of 6-bromo-3-ethyl-1-phenyl-1H-indazole (0.10 g, 0.33 mmol, 1.00 equiv) in toluene (20 mL), piperazine (0.14 g, 1.628 mmol, 2.00 equiv), Cs2CO3 (0.16 g, 5.00 mmol, 1.50 equiv), Pd(OAc)2 (20 mg, 0.09 mmol, 0.03 equiv), BINAP (20 mg, 0.03 mmol, 0.03 equiv). The resulting solution was stirred for 20 h at 100° C. in an oil bath. The solids were filtered out. The residue was applied onto a silica gel column with dichloromethane/methanol ... Yield: 49.0%. The solvent is O (water), CS(=O)C (dimethylsulfoxide). Procedure details: 2-Acetyl-1,3-cyclopentanedione (4.26 g.) was treated with 4.94 g. of 2-hydroxy-3-methoxybenzaldehyde in 100 ml. of dimethylsulfoxide in the presence of 6 ml. of morpholine at 85° C for 40 minutes. After cooling, the reaction mixture was poured into 300 ml. of water containing 12 ml. of conc. hydrochloric acid. Deposited crystals were separated by filtration and washed with water, and dried. 2-(2-Hydroxy-3-methoxycinnamoyl)-1,3-cyclopentanedione (4.40 g., 49%) was obtained in yellow crystalline s... Yields the product OC1=C(C=CC(=O)C2C(CCC2=O)=O)C=CC=C1OC (2-(2-Hydroxy-3-methoxycinnamoyl)-1,3-cyclopentanedione). As a reaction SMILES: [C:1]([CH:4]1[C:8](=[O:9])[CH2:7][CH2:6][C:5]1=[O:10])(=[O:3])[CH3:2].[OH:11][C:12]1[C:19]([O:20][CH3:21])=[CH:18][CH:17]=[CH:16][C:13]=1[CH:14]=O.N1CCOCC1.Cl>O.CS(C)=O>[OH:11][C:12]1[C:19]([O:20][CH3:21])=[CH:18][CH:17]=[CH:16][C:13]=1[CH:14]=[CH:2][C:1]([CH:4]1[C:8](=[O:9])[CH2:7][CH2:6][C:5]1=[O:10])=[O:3]. Reactants: C(C)(=O)C1C(CCC1=O)=O (2-Acetyl-1,3-cyclopentanedione), Cl (hydrochloric acid), OC1=C(C=O)C=CC=C1OC (2-hydroxy-3-methoxybenzaldehyde), N1CCOCC1 (morpholine).